Dataset: the Open Reaction Database (ORD), a public repository of structured organic reaction records. Task: describe an organic reaction: reactants, conditions, products, and yield Reactants: C(#N)C(C(=O)OCC)NC=O (ethyl 2-cyano-2-formamidoacetate), COC=1C=CC(=CC1)P2(=S)SP(=S)(S2)C=3C=CC(=CC3)OC (Lawesson's reagent). Run in C1(=CC=CC=C1)C (toluene), C([O-])([O-])=O.[Na+].[Na+] (sodium carbonate), C(Cl)Cl (methylene chloride). Yields the product NC1=C(N=CS1)C(=O)OCC (ethyl 5-aminothiazole-4-carboxylate). Isolated yield 37.9%. Reaction SMILES: [C:1]([CH:3]([NH:9][CH:10]=O)[C:4]([O:6][CH2:7][CH3:8])=[O:5])#[N:2].COC1C=CC(P2(SP(C3C=CC(OC)=CC=3)(=S)S2)=[S:21])=CC=1>C1(C)C=CC=CC=1.C(=O)([O-])[O-].[Na+].[Na+].C(Cl)Cl>[NH2:2][C:1]1[S:21][CH:10]=[N:9][C:3]=1[C:4]([O:6][CH2:7][CH3:8])=[O:5] |f:3.4.5|. Procedure: A solution of ethyl 2-cyano-2-formamidoacetate (480 mg, 3.07 mmol) and Lawesson's reagent (746 mg, 1.84 mmol) in toluene (5 mL) was heated up to 80° C. for overnight. The reaction was then diluted with sodium carbonate aqueous solution (20 mL) and methylene chloride (50 mL). Organic phase was washed with brine (20 mL), dried over sodium sulfate and concentrated. Purified with silica gel chromatography to give a solid material of ethyl 5-aminothiazole-4-carboxylate (120 mg). 1H NMR (400 MHz, CDCl... Reactants: [OH-].[Na+] (NaOH), COC(=O)CCC1=C(C=CC=C1)C1=CC=C(CC23CCCCN3C(N(C2=O)C2=CC(=CC(=C2)Cl)Cl)=O)C=C1 (6-[4-[2-(2-methoxycarbonylethyl)phenyl]benzyl]-8-(3,5-dichlorophenyl)-1,8-diazabicyclo[4.3.0]nonane-7,9-dione). Solvent: CO (MeOH), O (water). Run at time 18 hour. Product: C(=O)(O)CCC1=C(C=CC=C1)C1=CC=C(CC23CCCCN3C(N(C2=O)C2=CC(=CC(=C2)Cl)Cl)=O)C=C1 (6-[4-[2-(2-Carboxyethyl)phenyl]benzyl]-8-(3,5-dichlorophenyl)-1,8-diazabicyclo[4.3.0]nonane-7,9-dione). Yield: 101.7%. As a reaction SMILES: [OH-].[Na+].C[O:4][C:5]([CH2:7][CH2:8][C:9]1[CH:14]=[CH:13][CH:12]=[CH:11][C:10]=1[C:15]1[CH:40]=[CH:39][C:18]([CH2:19][C:20]23[C:28](=[O:29])[N:27]([C:30]4[CH:35]=[C:34]([Cl:36])[CH:33]=[C:32]([Cl:37])[CH:31]=4)[C:26](=[O:38])[N:25]2[CH2:24][CH2:23][CH2:22][CH2:21]3)=[CH:17][CH:16]=1)=[O:6]>CO.O>[C:5]([CH2:7][CH2:8][C:9]1[CH:14]=[CH:13][CH:12]=[CH:11][C:10]=1[C:15]1[CH:16]=[CH:17][C:18]([CH2:19][C:20]23[C:28](=[O:29])[N:27]([C:30]4[CH:31]=[C:32]([Cl:37])[CH:33]=[C:34]([Cl:36])[CH:35]=4)[C:26](=[O:38])[N:25]2[CH2:24][CH2:23][CH2:22][CH2:21]3)=[CH:39][CH:40]=1)([OH:6])=[O:4] |f:0.1|. Reported procedure: An aqueous solution of NaOH (2 mL; 0.5 N) was added to a solution of 6-[4-[2-(2-methoxycarbonylethyl)phenyl]benzyl]-8-(3,5-dichlorophenyl)-1,8-diazabicyclo[4.3.0]nonane-7,9-dione (0.11 g) in MeOH (7 mL) and the mixture was stirred for 18 hours. The reaction mixture was acidified, diluted with water and extracted with EtOAc. The extract was washed with water, brine, dried (MgSO4), filtered, and concentrated to give the titled compound (0.109 g). MS (m/z) 559 (M++Na). RXN SMILES: [CH2:30]1[O:31][CH2:32][CH2:33][CH2:34]1.[Cl-:29].[Cl:17][c:18]1[n:19][cH:20][c:21]([C:22](=[O:23])[O:24][CH3:25])[cH:26][cH:27]1.[Cl:3][c:4]1[cH:5][cH:6][c:7](-[c:10]2[n:11][o:12][cH:13][c:14]2[CH2:15][OH:16])[cH:8][cH:9]1.[H-:1].[Na+:28].[Na+:2]>>[Cl:3][c:4]1[cH:5][cH:6][c:7](-[c:10]2[n:11][o:12][cH:13][c:14]2[CH2:15][O:16][c:18]2[n:19][cH:20][c:21]([C:22](=[O:23])[O:24][CH3:25])[cH:26][cH:27]2)[cH:8][cH:9]1. Product: COC(=O)c1ccc(OCc2conc2-c2ccc(Cl)cc2)nc1. The reactants are C1CCOC1, [Cl-], COC(=O)c1ccc(Cl)nc1, OCc1conc1-c1ccc(Cl)cc1, [H-], [Na+], [Na+].